Dataset: the Open Reaction Database (ORD), a public repository of structured organic reaction records. Task: describe an organic reaction: reactants, conditions, products, and yield Reactants: BrC1(C(NC(NC1=O)=O)=O)CCCCCCCC (5-Bromo-5-octylbarbituric Acid), OCCN1CCNCC1 (N-(2-hydroxyethyl)piperazine), O (water). The solvent is CS(=O)C (dimethylsulfoxide). Conditions: time 30 minute. Product: C(CCCCCCC)C1(C(NC(NC1=O)=O)=O)C1N(CCNC1)CCO (5-Octyl-5-[N-(2-hydroxyethyl)piperazinyl]barbituric Acid). As a reaction SMILES: Br[C:2]1([CH2:11][CH2:12][CH2:13][CH2:14][CH2:15][CH2:16][CH2:17][CH3:18])[C:7](=[O:8])[NH:6][C:5](=[O:9])[NH:4][C:3]1=[O:10].[OH:19][CH2:20][CH2:21][N:22]1[CH2:27][CH2:26][NH:25][CH2:24][CH2:23]1.O>CS(C)=O>[CH2:11]([C:2]1([CH:23]2[CH2:24][NH:25][CH2:26][CH2:27][N:22]2[CH2:21][CH2:20][OH:19])[C:7](=[O:8])[NH:6][C:5](=[O:9])[NH:4][C:3]1=[O:10])[CH2:12][CH2:13][CH2:14][CH2:15][CH2:16][CH2:17][CH3:18]. Procedure details: To a solution of 5-Bromo-5-octylbarbituric Acid (23.52 g) in 70 ml of dimethylsulfoxide, kept under nitrogen atmosphere and at a temperature of 5-10° C., is dropped N-(2-hydroxyethyl)piperazine (36.2 ml), then the mixture is stirred at room temperature for 2 hours 30 minutes. The reaction mixture is poured into water (1 l) under stirring and cooling with an ice bath. The white solid which separates is recovered by filtration, washed with water and dried under vacuum at 40° C. to give, after crys... The reactants are ClCCCOC=1C(=CC2=C(C=CC(O2)=O)C1)OCC (6-(3-chloropropoxy)-7-ethoxy-2H-1-benzopyran-2-one), C(\C=C\C(=O)[O-])(=O)[O-] (Fumarate), Cl.COC1=C(C=CC=C1)N1CCNCC1 (1(2-methoxyphenyl)piperazine hydrochloride), C(C)(C)O (isopropanol). The solvent is C(C)O (ethanol). Yields the product C(C)OC1=CC2=C(C=CC(O2)=O)C=C1OCCCN1CCN(CC1)C1=C(C=CC=C1)OC (7-ethoxy-6-{3-[4-(2-methoxyphenyl)-1-piperazinyl]propoxy}-2H-1-benzopyran-2-one). Yield: 49.0%. Reaction SMILES: Cl[CH2:2][CH2:3][CH2:4][O:5][C:6]1[C:7]([O:17][CH2:18][CH3:19])=[CH:8][C:9]2[O:14][C:13](=[O:15])[CH:12]=[CH:11][C:10]=2[CH:16]=1.Cl.[CH3:21][O:22][C:23]1[CH:28]=[CH:27][CH:26]=[CH:25][C:24]=1[N:29]1[CH2:34][CH2:33][NH:32][CH2:31][CH2:30]1.C(O)(C)C.C([O-])(=O)/C=C/C([O-])=O>C(O)C>[CH2:18]([O:17][C:7]1[C:6]([O:5][CH2:4][CH2:3][CH2:2][N:32]2[CH2:31][CH2:30][N:29]([C:24]3[CH:25]=[CH:26][CH:27]=[CH:28][C:23]=3[O:22][CH3:21])[CH2:34][CH2:33]2)=[CH:16][C:10]2[CH:11]=[CH:12][C:13](=[O:15])[O:14][C:9]=2[CH:8]=1)[CH3:19] |f:1.2|. Reported procedure: Method A (48 h at 60° C.); starting materials: 6-(3-chloropropoxy)-7-ethoxy-2H-1-benzopyran-2-one (example 70) and 1(2-methoxyphenyl)piperazine hydrochloride; yield 49%; fusion point 78°-80° C. (from isopropanol). Fumarate: method E; yield 82%; fusion point 149°-150° C. (from ethanol).